This data is from the Open Reaction Database (ORD), a public repository of structured organic reaction records. The task is: describe an organic reaction: reactants, conditions, products, and yield Procedure details: 36 g (0.14 mol) of ethyl 5,6-dichloro-4-hydroxy-2-methyl-nicotinate are boiled under reflux in 88 ml of ethanol and 175 ml of water with 24.2 g (0.43 mol) of potassium hydroxide for thirty minutes. The cooled mixture is brought to a pH of 1 with half-concentrated hydrochloric acid, while cooling with ice. The product which precipitates is isolated, washed with water and dried. The solvent is C(C)O (ethanol). Reactants: ClC=1C(=NC(=C(C(=O)OCC)C1O)C)Cl (ethyl 5,6-dichloro-4-hydroxy-2-methyl-nicotinate), Cl (hydrochloric acid), O (water), [OH-].[K+] (potassium hydroxide). As a reaction SMILES: [Cl:1][C:2]1[C:3]([Cl:15])=[N:4][C:5]([CH3:14])=[C:6]([C:12]=1[OH:13])[C:7]([O:9]CC)=[O:8].O.[OH-].[K+].Cl>C(O)C>[Cl:1][C:2]1[C:3]([Cl:15])=[N:4][C:5]([CH3:14])=[C:6]([C:12]=1[OH:13])[C:7]([OH:9])=[O:8] |f:2.3|. Product: ClC=1C(=NC(=C(C(=O)O)C1O)C)Cl (5,6-Dichloro-4-hydroxy-2-methyl-nicotinic acid). The product is O=C(O)c1cccc(N2CCN(C(=O)Cn3nc(C(F)F)cc3C(F)F)CC2)n1. RXN SMILES: [ClH:35].[F:1][CH:2]([c:3]1[n:4][n:5]([CH2:11][C:12](=[O:13])[N:14]2[CH2:15][CH2:16][N:17]([c:20]3[cH:21][cH:22][cH:23][c:24]([C:26](=[O:27])[O:28][CH2:29][CH3:30])[n:25]3)[CH2:18][CH2:19]2)[c:6]([CH:8]([F:9])[F:10])[cH:7]1)[F:31].[Li+:34].[O:36]1[CH2:37][CH2:38][CH2:39][CH2:40]1.[OH-:33].[OH2:32].[OH2:41]>>[F:1][CH:2]([c:3]1[n:4][n:5]([CH2:11][C:12](=[O:13])[N:14]2[CH2:15][CH2:16][N:17]([c:20]3[cH:21][cH:22][cH:23][c:24]([C:26](=[O:27])[OH:28])[n:25]3)[CH2:18][CH2:19]2)[c:6]([CH:8]([F:9])[F:10])[cH:7]1)[F:31]. Starting materials: Cl, CCOC(=O)c1cccc(N2CCN(C(=O)Cn3nc(C(F)F)cc3C(F)F)CC2)n1, [Li+], C1CCOC1, [OH-], O, O.